Dataset: the Open Reaction Database (ORD), a public repository of structured organic reaction records. Task: describe an organic reaction: reactants, conditions, products, and yield Reactants: C(CCC)[Li] (n-butyllithium), CN(C=O)C (N,N-dimethylformamide), C(CCC)[Mg]Cl (n-Butylmagnesium chloride), BrC1=NC=C(C=C1)Br (2,5-dibromopyridine). The solvent is CCCCCC (hexane), C(C)(=O)O (acetic acid), O1CCCC1 (tetrahydrofuran), C1(=CC=CC=C1)C (toluene), O1CCCC1 (tetrahydrofuran). Conditions: temperature 0 celsius, time 15 minute. The product is BrC1=CC=C(C=N1)C=O (6-bromo-3-formylpyridine). Isolated yield 66.1%. RXN SMILES: C([Mg]Cl)CCC.C([Li])CCC.[Br:12][C:13]1[CH:18]=[CH:17][C:16](Br)=[CH:15][N:14]=1.CN(C)[CH:22]=[O:23]>O1CCCC1.CCCCCC.C(O)(=O)C.C1(C)C=CC=CC=1>[Br:12][C:13]1[N:14]=[CH:15][C:16]([CH:22]=[O:23])=[CH:17][CH:18]=1. Procedure details: n-Butylmagnesium chloride (4.00 mmol) in 2.00M tetrahydrofuran solution (2.00 mL) was added to ice-cooled n-butyllithium (8.06 mmol) in 1.55M hexane (20 mL). The mixture was stirred at 0° C. for 15 minutes to give a suspension. The suspension was added to a mixture of toluene (15 mL) and tetrahydrofuran (10 mL) containing 2,5-dibromopyridine (2.37 g, 10.0 mmol) over a period of 10 minutes or more while keeping the temperature below −5° C. to give a dark orange solution. The solution was stirred ...